From a dataset of the Open Reaction Database (ORD), a public repository of structured organic reaction records. describe an organic reaction: reactants, conditions, products, and yield Reactants: ClCCCl, COc1ccc2c(OCC(=O)O)ccnc2c1, CCN(C(C)C)C(C)C, NNc1ccc(Cl)nn1, CN(C)C=O, On1nnc2cccnc21. Yields the product COc1ccc2c(OCC(=O)NNc3ccc(Cl)nn3)ccnc2c1. As a reaction SMILES: [CH2:20]([Cl:21])[CH2:22][Cl:23].[CH3:24][O:25][c:26]1[cH:27][cH:28][c:29]2[c:30]([O:36][CH2:37][C:38](=[O:39])[OH:40])[cH:31][cH:32][n:33][c:34]2[cH:35]1.[CH:41]([N:42]([CH:43]([CH3:44])[CH3:45])[CH2:46][CH3:47])([CH3:48])[CH3:49].[Cl:1][c:2]1[cH:3][cH:4][c:5]([NH:8][NH2:9])[n:6][n:7]1.[O:50]=[CH:51][N:52]([CH3:53])[CH3:54].[OH:10][n:11]1[c:12]2[n:13][cH:14][cH:15][cH:16][c:17]2[n:18][n:19]1>>[Cl:1][c:2]1[cH:3][cH:4][c:5]([NH:8][NH:9][C:38]([CH2:37][O:36][c:30]2[c:29]3[cH:28][cH:27][c:26]([O:25][CH3:24])[cH:35][c:34]3[n:33][cH:32][cH:31]2)=[O:39])[n:6][n:7]1. Starting materials: C(C)(C)(C)OC(N(C)C[C@@H]1CC[C@H](CC1)CCCO)=O (trans-[4-(3-hydroxy-propyl)-cyclohexylmethyl]-methyl-carbamic acid tert-butyl ester), Cl (hydrogen chloride), ClC(=O)OC1=CC=C(C=C1)Cl (4-chlorophenyl chloroformate). Solvent: CO.O (methanol water). The product is ClC1=CC=C(C=C1)OC(N(C)C[C@@H]1CC[C@H](CC1)CCCO)=O (trans-[4-(3-hydroxy-propyl)-cyclohexylmethyl]-methyl-carbamic acid 4-chloro-phenyl ester). RXN SMILES: [C:1]([O:5][C:6](=[O:20])[N:7]([CH2:9][C@H:10]1[CH2:15][CH2:14][C@H:13]([CH2:16][CH2:17][CH2:18][OH:19])[CH2:12][CH2:11]1)[CH3:8])([CH3:4])([CH3:3])C.Cl.ClC(OC1C=[CH:30][C:29]([Cl:32])=[CH:28]C=1)=O>CO.O>[Cl:32][C:29]1[CH:30]=[CH:3][C:1]([O:5][C:6](=[O:20])[N:7]([CH2:9][C@H:10]2[CH2:11][CH2:12][C@H:13]([CH2:16][CH2:17][CH2:18][OH:19])[CH2:14][CH2:15]2)[CH3:8])=[CH:4][CH:28]=1 |f:3.4|. Procedure details: In analogy to the sequence described in examples 1.5 and 1.6, trans-[4-(3-hydroxy-propyl)-cyclohexylmethyl]-methyl-carbamic acid tert-butyl ester was treated with hydrogen chloride solution in methanol/water followed by acylation with 4-chlorophenyl chloroformate [Org. Lett. (2000), 2(8), 1049-1051] to yield trans-[4-(3-hydroxy-propyl)-cyclohexylmethyl]-methyl-carbamic acid 4-chloro-phenyl ester as colorless viscous oil, MS: 340 (MH+, 1Cl). Starting materials: CC(C)n1cc(C2CCC(=O)CC2)ccc1=O, O=C(CNC(=O)c1cccc(C(F)(F)F)c1)NC1CNC1. As a reaction SMILES: [CH:1]([CH3:2])([CH3:3])[n:4]1[c:5](=[O:17])[cH:6][cH:7][c:8]([CH:10]2[CH2:11][CH2:12][C:13](=[O:16])[CH2:14][CH2:15]2)[cH:9]1.[NH:18]1[CH2:19][CH:20]([NH:22][C:23](=[O:24])[CH2:25][NH:26][C:27]([c:28]2[cH:29][c:30]([C:34]([F:35])([F:36])[F:37])[cH:31][cH:32][cH:33]2)=[O:38])[CH2:21]1>>[CH:1]([CH3:2])([CH3:3])[n:4]1[c:5](=[O:17])[cH:6][cH:7][c:8]([CH:10]2[CH2:11][CH2:12][CH:13]([N:18]3[CH2:19][CH:20]([NH:22][C:23](=[O:24])[CH2:25][NH:26][C:27]([c:28]4[cH:29][c:30]([C:34]([F:35])([F:36])[F:37])[cH:31][cH:32][cH:33]4)=[O:38])[CH2:21]3)[CH2:14][CH2:15]2)[cH:9]1. The product is CC(C)n1cc(C2CCC(N3CC(NC(=O)CNC(=O)c4cccc(C(F)(F)F)c4)C3)CC2)ccc1=O.